This data is from the Open Reaction Database (ORD), a public repository of structured organic reaction records. The task is: describe an organic reaction: reactants, conditions, products, and yield Starting materials: C1(CCCC1)CNC(=O)CC1=CC=C2C(=CN(C2=C1)CC1=C(C=C(C(=O)OC(C)(C)C)C=C1)OC)C=CC(=O)OC (t-butyl 4-[6-(cyclopentylmethylcarbamoyl)methyl-3-(2-methoxycarbonylvinyl)indol-1-ylmethyl]-3-methoxybenzoate), [H][H] (hydrogen). The reagents and catalysts are [Pd] (palladium on carbon). Solvent: CO (methanol). Product: C1(CCCC1)CNC(=O)CC1=CC=C2C(=CN(C2=C1)CC1=C(C=C(C(=O)OC(C)(C)C)C=C1)OC)CCC(=O)OC (t-butyl 4-[6-(cyclopentylmethylcarbamoyl)methyl-3-(2-methoxycarbonylethyl)indol-1-ylmethyl]-3-methoxybenzoate). Yield: 83.0%. As a reaction SMILES: [CH:1]1([CH2:6][NH:7][C:8]([CH2:10][C:11]2[CH:19]=[C:18]3[C:14]([C:15]([CH:36]=[CH:37][C:38]([O:40][CH3:41])=[O:39])=[CH:16][N:17]3[CH2:20][C:21]3[CH:33]=[CH:32][C:24]([C:25]([O:27][C:28]([CH3:31])([CH3:30])[CH3:29])=[O:26])=[CH:23][C:22]=3[O:34][CH3:35])=[CH:13][CH:12]=2)=[O:9])[CH2:5][CH2:4][CH2:3][CH2:2]1.[H][H]>CO.[Pd]>[CH:1]1([CH2:6][NH:7][C:8]([CH2:10][C:11]2[CH:19]=[C:18]3[C:14]([C:15]([CH2:36][CH2:37][C:38]([O:40][CH3:41])=[O:39])=[CH:16][N:17]3[CH2:20][C:21]3[CH:33]=[CH:32][C:24]([C:25]([O:27][C:28]([CH3:31])([CH3:30])[CH3:29])=[O:26])=[CH:23][C:22]=3[O:34][CH3:35])=[CH:13][CH:12]=2)=[O:9])[CH2:5][CH2:4][CH2:3][CH2:2]1. Reported procedure: A solution of t-butyl 4-[6-(cyclopentylmethylcarbamoyl)methyl-3-(2-methoxycarbonylvinyl)indol-1-ylmethyl]-3-methoxybenzoate (0.54 g) in methanol (20 ml) was treated with 10% palladium on carbon (0.13 g) and shaken under 3.45 bars of hydrogen for 18 hours. The catalyst was removed by filtration through diatomaceous earth, and the filtrate was evaporated to give t-butyl 4-[6-(cyclopentylmethylcarbamoyl)methyl-3-(2-methoxycarbonylethyl)indol-1-ylmethyl]-3-methoxybenzoate (0.45 g, 84%) as a white fo... Starting materials: NC(=S)N (thiourea), CC(C(C(=O)OCC)C(CC1=CC(=CC(=C1)C)C)=O)C (ethyl 3-methyl-2(3,5-dimethylphenylacetyl)butanoate), N[C@@H](CCSC)C=O (Metal). Run in C(C)O (ethanol). Yields the product CC=1C=C(CC2=C(C(NC(N2)=O)=O)C(C)C)C=C(C1)C (6-(3,5-dimethylbenzyl)-5-isopropyluracil). Yield: 3.6%. RXN SMILES: N[C@H](C=[O:8])CCSC.[NH2:9][C:10]([NH2:12])=S.[CH3:13][CH:14]([CH3:32])[CH:15]([C:21](=O)[CH2:22][C:23]1[CH:28]=[C:27]([CH3:29])[CH:26]=[C:25]([CH3:30])[CH:24]=1)[C:16](OCC)=[O:17]>C(O)C>[CH3:30][C:25]1[CH:24]=[C:23]([CH:28]=[C:27]([CH3:29])[CH:26]=1)[CH2:22][C:21]1[NH:12][C:10](=[O:8])[NH:9][C:16](=[O:17])[C:15]=1[CH:14]([CH3:32])[CH3:13]. Procedure details: Metal sodium (23.8 g, 1.034 mol) was reacted with anhydrous ethanol (500 ml). To the clear obtained solution, was added thiourea (54.35 g, 714 mmol) and ethyl 3-methyl-2(3,5-dimethylphenylacetyl)butanoate (13.14 g, 47.6 mol). The reaction medium was maintained under reflux for 6 h, and then was concentrated in vacuo at 40.50° C. To the obtained residue was added concentrated hydrochloric acid (100 ml) and then the solution was brought to pH 4 with acetic acid. The obtained 6-dimethylbenzyl-5-iso... Starting materials: resin, C1=CC=CC=C1 (benzene), C(CCC)(=O)Cl (butyryl chloride), polystyrene, C(=C)C1=C(C=CC=C1)C=C (divinylbenzene). The reagents and catalysts are [Cl-].[Al+3].[Cl-].[Cl-] (aluminum chloride). The product is C(CC)C(=O)C1=CC=CC=C1 (propylphenylketone). Reaction SMILES: C(C1C=CC=CC=1C=C)=C.[CH:11]1[CH:16]=[CH:15][CH:14]=[CH:13][CH:12]=1.[C:17](Cl)(=[O:21])[CH2:18][CH2:19][CH3:20]>[Cl-].[Al+3].[Cl-].[Cl-]>[CH2:18]([C:17]([C:11]1[CH:16]=[CH:15][CH:14]=[CH:13][CH:12]=1)=[O:21])[CH2:19][CH3:20] |f:3.4.5.6|. Reported procedure: About 50 grams of resin beads of polystyrene that has been copolymerized with about 1% divinylbenzene are stirred at room temperature for about 2 hours in butyryl chloride with aluminum chloride as a catalyst, namely Friedel-Crafts conditions. Reaction occurs with the benzene moieties on the resin to form butyrophenone or propylphenylketone. These resulting ketone moieties are then subjected to the Leukardt-Wallach reduction amination reaction using N-propyl formamide to produce N-propyl α-amino... Reactants: BrC=1C=CC(=C(C1)[N+](=O)[O-])F (5-bromo-2-fluoronitrobenzene), NC(CO)(C)C (2-amino-2-methyl-1-propanol). Solvent: C1CCOC1 (THF). Product: BrC1=CC(=C(C=C1)NC(CO)(C)C)[N+](=O)[O-] (2-(4-Bromo-2-nitro-phenylamino)-2-methyl-propan-1-ol). Isolated yield 88.7%. RXN SMILES: [Br:1][C:2]1[CH:3]=[CH:4][C:5](F)=[C:6]([N+:8]([O-:10])=[O:9])[CH:7]=1.[NH2:12][C:13]([CH3:17])([CH3:16])[CH2:14][OH:15]>C1COCC1>[Br:1][C:2]1[CH:3]=[CH:4][C:5]([NH:12][C:13]([CH3:17])([CH3:16])[CH2:14][OH:15])=[C:6]([N+:8]([O-:10])=[O:9])[CH:7]=1. Procedure details: As shown in Scheme ??, mix 5-bromo-2-fluoronitrobenzene (11.2 g, 50.5 mmol) and 2-amino-2-methyl-1-propanol (10.5 mL, 110 mmol) in THF (120 mL). Heat at reflux for 48 h and then cool to room temperature. Remove most of the THF under reduced pressure and then partition the residue between water and EtOAc. Wash the organic layer a second time with water and the dry (MgSO4) and concentrate to give an orange solid. Triturate the solid with hexane (200 mL) and dry to yield 12.95 g (89%) title compoun... Reactants: CCOC(=O)C(C)(C)CCCCCC(c1ccccc1Cl)N1CCc2sccc2C1, CCO, [Na+], [OH-], O. The product is CC(C)(CCCCCC(c1ccccc1Cl)N1CCc2sccc2C1)C(=O)O. RXN SMILES: [CH2:1]([CH3:2])[O:3][C:4]([C:5]([CH2:6][CH2:7][CH2:8][CH2:9][CH2:10][CH:11]([N:12]1[CH2:13][c:14]2[c:15]([s:18][cH:19][cH:20]2)[CH2:16][CH2:17]1)[c:21]1[c:22]([Cl:27])[cH:23][cH:24][cH:25][cH:26]1)([CH3:28])[CH3:29])=[O:30].[CH3:31][CH2:32][OH:33].[Na+:35].[OH-:34].[OH2:36]>>[O:3]=[C:4]([C:5]([CH2:6][CH2:7][CH2:8][CH2:9][CH2:10][CH:11]([N:12]1[CH2:13][c:14]2[c:15]([s:18][cH:19][cH:20]2)[CH2:16][CH2:17]1)[c:21]1[c:22]([Cl:27])[cH:23][cH:24][cH:25][cH:26]1)([CH3:28])[CH3:29])[OH:30]. Starting materials: CCOCC, CCCCCCC, Nc1ccccc1O, O=S(=O)(Cl)Cl, O=S(=O)(Cl)c1ccccc1, c1ccncc1. The product is O=[SH](=O)Nc1ccccc1O. Reaction SMILES: [CH3:30][CH2:31][O:32][CH2:33][CH3:34].[CH3:35][CH2:36][CH2:37][CH2:38][CH2:39][CH2:40][CH3:41].[NH2:1][c:2]1[c:3]([OH:8])[cH:4][cH:5][cH:6][cH:7]1.[S:19]([Cl:20])([Cl:21])(=[O:22])=[O:23].[c:9]1([S:15]([Cl:10])(=[O:16])=[O:17])[cH:11][cH:12][cH:13][cH:14][cH:18]1.[cH:24]1[cH:25][cH:26][n:27][cH:28][cH:29]1>>[NH:1]([c:2]1[c:3]([OH:8])[cH:4][cH:5][cH:6][cH:7]1)[SH:15](=[O:16])=[O:17].